From a dataset of the Open Reaction Database (ORD), a public repository of structured organic reaction records. describe an organic reaction: reactants, conditions, products, and yield The reactants are CCI, CC#N, Cc1ccc(COc2ccc(-c3nn(C)c(OC(F)F)c3Cl)cc2)c(OC(C)C(=O)O)c1. The product is CCOC(=O)C(C)Oc1cc(C)ccc1COc1ccc(-c2nn(C)c(OC(F)F)c2Cl)cc1. As a reaction SMILES: [CH2:33]([CH3:34])[I:35].[CH3:36][C:37]#[N:38].[Cl:1][c:2]1[c:3](-[c:12]2[cH:13][cH:14][c:15]([O:16][CH2:17][c:18]3[c:19]([O:20][CH:21]([C:22](=[O:23])[OH:24])[CH3:25])[cH:26][c:27]([CH3:30])[cH:28][cH:29]3)[cH:31][cH:32]2)[n:4][n:5]([CH3:11])[c:6]1[O:7][CH:8]([F:9])[F:10]>>[Cl:1][c:2]1[c:3](-[c:12]2[cH:13][cH:14][c:15]([O:16][CH2:17][c:18]3[c:19]([O:20][CH:21]([C:22](=[O:23])[O:24][CH2:33][CH3:34])[CH3:25])[cH:26][c:27]([CH3:30])[cH:28][cH:29]3)[cH:31][cH:32]2)[n:4][n:5]([CH3:11])[c:6]1[O:7][CH:8]([F:9])[F:10]. Reactants: BrC=1N=C(NC1C(=O)O)C1=CC=C(C=C1)OC (4-Bromo-2-(4-methoxyphenyl)imidazole-5-carboxylic acid). The solvent is CC(=O)O (AcOH), Br (HBr). Reaction conditions: time 8 hour. Product: BrC=1N=C(NC1)C1=CC=C(C=C1)O (4-Bromo-2-(4-hydroxyphenyl)imidazole). Yield: 73.2%. As a reaction SMILES: [Br:1][C:2]1[N:3]=[C:4]([C:10]2[CH:15]=[CH:14][C:13]([O:16]C)=[CH:12][CH:11]=2)[NH:5][C:6]=1C(O)=O>CC(O)=O.Br>[Br:1][C:2]1[N:3]=[C:4]([C:10]2[CH:11]=[CH:12][C:13]([OH:16])=[CH:14][CH:15]=2)[NH:5][CH:6]=1. Procedure: A suspension of 9 (2.5 g, 0.008 mol) in AcOH (10 ml) and 48% HBr (40 ml) was heated at reflux for 15 hours. The solution was concentrated to dryness and stirred overnight with saturated NaHCO3. The suspension was filtered, the solids chromatographed on silica gel and eluted with 5% CH3OH--CHCl3 to yield 1.4 g (65%) of 11. An analytical sample was prepared by crystallization from CH3CN, m.p. 210°-212° C. Reactants: CC(C)O, O=C(O)c1cnc(Cl)c(Cl)c1, O=S(=O)(O)O. The product is CC(C)OC(=O)c1cnc(Cl)c(Cl)c1. RXN SMILES: [CH:12]([CH3:13])([CH3:14])[OH:15].[Cl:1][c:2]1[c:3]([Cl:11])[n:4][cH:5][c:6]([C:7](=[O:8])[OH:9])[cH:10]1.[S:16](=[O:17])(=[O:18])([OH:19])[OH:20]>>[Cl:1][c:2]1[c:3]([Cl:11])[n:4][cH:5][c:6]([C:7]([O:8][CH:12]([CH3:13])[CH3:14])=[O:9])[cH:10]1. The reactants are CI (methyl iodide), ClC=1C(=C(C(=C(C1)C(C)NC(OC(C)(C)C)=O)OC)C1CNC(C1)=O)C (tert-butyl {1-[5-chloro-2-methoxy-4-methyl-3-(5-oxopyrrolidin-3-yl)phenyl]ethyl}carbamate), [H-].[Na+] (sodium hydride), oil. The solvent is CN(C)C=O (DMF), CN(C)C=O (DMF). Conditions: temperature 60 celsius, time 30 minute. Product: ClC=1C(=C(C(=C(C1)C(C)NC(OC(C)(C)C)=O)OC)C1CN(C(C1)=O)C)C (tert-butyl {1-[5-chloro-2-methoxy-4-methyl-3-(1-methyl-5-oxopyrrolidin-3-yl)phenyl]ethyl}carbamate). RXN SMILES: [Cl:1][C:2]1[C:3]([CH3:26])=[C:4]([CH:20]2[CH2:24][C:23](=[O:25])[NH:22][CH2:21]2)[C:5]([O:18][CH3:19])=[C:6]([CH:8]([NH:10][C:11](=[O:17])[O:12][C:13]([CH3:16])([CH3:15])[CH3:14])[CH3:9])[CH:7]=1.[H-].[Na+].[CH3:29]I>CN(C=O)C>[Cl:1][C:2]1[C:3]([CH3:26])=[C:4]([CH:20]2[CH2:24][C:23](=[O:25])[N:22]([CH3:29])[CH2:21]2)[C:5]([O:18][CH3:19])=[C:6]([CH:8]([NH:10][C:11](=[O:17])[O:12][C:13]([CH3:16])([CH3:14])[CH3:15])[CH3:9])[CH:7]=1 |f:1.2|. Procedure details: Solutions of the individual diastereoisomers of tert-butyl {1-[5-chloro-2-methoxy-4-methyl-3-(5-oxopyrrolidin-3-yl)phenyl]ethyl}carbamate (0.31 g, 0.80 mmol [peak 1 from Examples 192, step 3]; 0.31 g, 0.80 mmol [peak 2 from Examples 192, step 3]) in DMF (4 mL) at 0° C. were each treated individually with sodium hydride dispersed in mineral oil (80 mg, 2.0 mmol). The ice bath was removed and the reaction mixtures were stirred for 30 min and heated at 60° C. for 30 minutes. The reaction mixtures w... The reactants are C1COCCN1, Cc1cc(Nc2cc(Cl)nc(N3CCCC3c3cc(-c4ccccn4)no3)n2)n[nH]1. The product is Cc1cc(Nc2cc(N3CCOCC3)nc(N3CCCC3c3cc(-c4ccccn4)no3)n2)n[nH]1. RXN SMILES: [CH2:31]1[CH2:32][O:33][CH2:34][CH2:35][NH:36]1.[Cl:1][c:2]1[cH:3][c:4]([NH:24][c:25]2[n:26][nH:27][c:28]([CH3:30])[cH:29]2)[n:5][c:6]([N:8]2[CH:9]([c:13]3[cH:14][c:15](-[c:18]4[n:19][cH:20][cH:21][cH:22][cH:23]4)[n:16][o:17]3)[CH2:10][CH2:11][CH2:12]2)[n:7]1>>[c:2]1([N:36]2[CH2:31][CH2:32][O:33][CH2:34][CH2:35]2)[cH:3][c:4]([NH:24][c:25]2[n:26][nH:27][c:28]([CH3:30])[cH:29]2)[n:5][c:6]([N:8]2[CH:9]([c:13]3[cH:14][c:15](-[c:18]4[n:19][cH:20][cH:21][cH:22][cH:23]4)[n:16][o:17]3)[CH2:10][CH2:11][CH2:12]2)[n:7]1. Starting materials: Cc1nc(C(C)(C)O[SiH2]C(C)(C)C)cn1-c1ccc(F)cc1, CCCC[N+](CCCC)(CCCC)CCCC, C1CCOC1, [F-]. Product: C#Cc1cn(-c2ccc(F)cc2)c(C)n1. RXN SMILES: [C:1]([SiH2:2][O:3][C:7]([CH3:4])([c:8]1[n:9][c:10]([CH3:20])[n:11](-[c:13]2[cH:14][cH:15][c:16]([F:19])[cH:17][cH:18]2)[cH:12]1)[CH3:21])([CH3:5])([CH3:6])[CH3:22].[CH2:24]([N+:25]([CH2:26][CH2:27][CH2:28][CH3:29])([CH2:30][CH2:31][CH2:32][CH3:33])[CH2:34][CH2:35][CH2:36][CH3:37])[CH2:38][CH2:39][CH3:40].[CH2:41]1[O:42][CH2:43][CH2:44][CH2:45]1.[F-:23]>>[C:7]([c:8]1[n:9][c:10]([CH3:20])[n:11](-[c:13]2[cH:14][cH:15][c:16]([F:19])[cH:17][cH:18]2)[cH:12]1)#[CH:21]. Reported procedure: After 5-amino-3-cyanopyridine (380 mg, 3.19 mmol) was dissolved in 1-propanol (15 ml) and hydrogen chloride gas was passed into the solution at a temperature of 0°-5° C. for 15 minutes, the reactor was tight sealed for stirring the mixture at room temperature for 22 hours. After the completion of the reaction, the solvent was evaporated under reduced pressure, and a saturated aqueous sodium hydrogen carbonate solution (50 ml) was added to the concentrated mixture to adjust the pH to alkaline. Th... RXN SMILES: [NH2:1][C:2]1[CH:3]=[C:4]([C:8]#[N:9])[CH:5]=[N:6][CH:7]=1.Cl.[CH2:11]([OH:14])[CH2:12][CH3:13]>>[NH2:1][C:2]1[CH:3]=[C:4]([C:8](=[NH:9])[O:14][CH2:11][CH2:12][CH3:13])[CH:5]=[N:6][CH:7]=1. Yields the product NC=1C=C(C=NC1)C(OCCC)=N (propyl 5-amino-3-pyridinecarboximidate). Reaction conditions: time 22 hour. Starting materials: NC=1C=C(C=NC1)C#N (5-amino-3-cyanopyridine), C(CC)O (1-propanol), Cl (hydrogen chloride). The yield is 92.0%. The reactants are O.NN (Hydrazine hydrate), ClC1=C(C(=CC=C1)F)C=1C(OC(C1C=1C=NC(=CC1)Cl)(C)O)=O (3-(2-chloro-6-fluoro-phenyl)-4-(6-chloro-pyridin-3-yl)-5-hydroxy-5-methyl-5H-furan-2-one), COC(C)(C)C (tert-butyl methyl ether). Solvent: C(CCC)O (1-butanol). Run at temperature 0 celsius, time 30 minute. The product is ClC1=C(C(=CC=C1)F)C=1C(NN=C(C1C=1C=NC(=CC1)Cl)C)=O (4-(2-chloro-6-fluoro-phenyl)-5-(6-chloro-pyridin-3-yl)-6-methyl-2H-pyridazin-3-one). RXN SMILES: O.[NH2:2][NH2:3].[Cl:4][C:5]1[CH:10]=[CH:9][CH:8]=[C:7]([F:11])[C:6]=1[C:12]1[C:13](=O)[O:14][C:15](O)([CH3:24])[C:16]=1[C:17]1[CH:18]=[N:19][C:20]([Cl:23])=[CH:21][CH:22]=1.COC(C)(C)C>C(O)CCC>[Cl:4][C:5]1[CH:10]=[CH:9][CH:8]=[C:7]([F:11])[C:6]=1[C:12]1[C:13](=[O:14])[NH:2][N:3]=[C:15]([CH3:24])[C:16]=1[C:17]1[CH:18]=[N:19][C:20]([Cl:23])=[CH:21][CH:22]=1 |f:0.1|. Reported procedure: Hydrazine hydrate (12 g) is added to a solution of 3-(2-chloro-6-fluoro-phenyl)-4-(6-chloro-pyridin-3-yl)-5-hydroxy-5-methyl-5H-furan-2-one (Compound No. II.a.1, 80 g) in 400 ml of 1-butanol and this mixture is heated for 7 h to 120° C. Subsequently, the mixture is poured into 400 ml of tert-butyl methyl ether. The resulting mixture is stirred for 30 min, then cooled to 0° C. and filtered. The solid remainder is washed with tert-butyl methyl ether to deliver 4-(2-chloro-6-fluoro-phenyl)-5-(6-chl... Reactants: ClC1=NN=C(C2=CC(=CC=C12)[N+](=O)[O-])Cl (1,4-dichloro-6-nitro-phthalazine), [NH4+].[Cl-] (NH4Cl). Reagents/catalysts: [Fe] (iron). Solvent: CCO (EtOH). The product is Hexanes EtOAc, ClC1=NN=C(C2=CC(=CC=C12)N)Cl (1,4-Dichloro-6-amino-phthalazine). Isolated yield 30.3%. Reaction SMILES: [Cl:1][C:2]1[C:11]2[C:6](=[CH:7][C:8]([N+:12]([O-])=O)=[CH:9][CH:10]=2)[C:5]([Cl:15])=[N:4][N:3]=1.[NH4+].[Cl-]>[Fe].CCO>[Cl:1][C:2]1[C:11]2[C:6](=[CH:7][C:8]([NH2:12])=[CH:9][CH:10]=2)[C:5]([Cl:15])=[N:4][N:3]=1 |f:1.2|. Procedure details: A mixture of 1,4-dichloro-6-nitro-phthalazine (1.24 g, 5.09 mmol), EtOH (20 mL), saturated aqueous NH4Cl (20 mL) and iron powder (1.42 g, 25.47 mmol) was heated to reflux for 4 h then concentrated. The residue was taken up in EtOAc washed with saturated aqueous NaHCO3, brine, dried (Na2SO4) and concentrated. Column chromatography (Hexanes/EtOAc) afforded the desired product (0.33 g, 30%) as a pale yellow solid.